From a dataset of the Open Reaction Database (ORD), a public repository of structured organic reaction records. describe an organic reaction: reactants, conditions, products, and yield Reactants: [OH-].[Na+] (sodium hydroxide), ClC=1C=CC(=C(C(=O)OC)C1)NC(=O)C1=CC(=CC=C1)C1=CC=NC=C1 (methyl 5-chloro-2-({[3-(pyridin-4-yl)phenyl]carbonyl}amino)benzoate). Solvent: C1CCOC1 (THF). Reaction conditions: temperature 50 celsius, time 1 hour. The product is ClC=1C=CC(=C(C(=O)[O-])C1)NC(=O)C1=CC(=CC=C1)C1=CC=NC=C1.[Na+] (sodium 5-chloro-2-({[3-(pyridin-4-yl)phenyl]carbonyl}amino)benzoate). Yield: 53.0%. Reaction SMILES: [OH-].[Na+:2].[Cl:3][C:4]1[CH:5]=[CH:6][C:7]([NH:14][C:15]([C:17]2[CH:22]=[CH:21][CH:20]=[C:19]([C:23]3[CH:28]=[CH:27][N:26]=[CH:25][CH:24]=3)[CH:18]=2)=[O:16])=[C:8]([CH:13]=1)[C:9]([O:11]C)=[O:10]>C1COCC1>[Cl:3][C:4]1[CH:5]=[CH:6][C:7]([NH:14][C:15]([C:17]2[CH:22]=[CH:21][CH:20]=[C:19]([C:23]3[CH:28]=[CH:27][N:26]=[CH:25][CH:24]=3)[CH:18]=2)=[O:16])=[C:8]([CH:13]=1)[C:9]([O-:11])=[O:10].[Na+:2] |f:0.1,4.5|. Reported procedure: 20 mL of THF and 2.6 mL of 1N aqueous sodium hydroxide were added to 0.32 g (0.87 mmol) of methyl 5-chloro-2-({[3-(pyridin-4-yl)phenyl]carbonyl}amino)benzoate at room temperature, and the mixture was stirred at 50° C. for 1 hour. After cooling, the solvent was distilled off under reduced pressure, and water was added to the residue, followed by filtration and drying, thereby giving 174 mg of the target sodium 5-chloro-2-({[3-(pyridin-4-yl)phenyl]carbonyl}amino)benzoate (yield: 53%). Starting materials: ClC=1C=CC(=NC1)C1=CC2=C(S1)C=CC=C2 (5-chloro-2-(benzo[b]thienyl)pyridine), C1(=CC=CC=C1)B(O)O (phenylboronic acid), O.P(=O)([O-])([O-])[O-].[K+].[K+].[K+] (tripotassium phosphate hydrate). The reagents and catalysts are C(C)(=O)[O-].[Pd+2].C(C)(=O)[O-] (palladium (II) acetate), C(C)(C)(C)P(C1=C(C=CC=C1)C1=CC=CC=C1)C(C)(C)C (2-ditert-butylphosphinobiphenyl). Run in C1(=CC=CC=C1)C (toluene). Conditions: temperature 100 celsius, time 24 hour. Yields the product S1C2=C(C=C1C1=NC=C(C=C1)C1=CC=CC=C1)C=CC=C2 (2-(benzo[b]thienyl)-5-phenylpyridine). The yield is 20.4%. Reaction SMILES: Cl[C:2]1[CH:3]=[CH:4][C:5]([C:8]2[S:12][C:11]3[CH:13]=[CH:14][CH:15]=[CH:16][C:10]=3[CH:9]=2)=[N:6][CH:7]=1.[C:17]1(B(O)O)[CH:22]=[CH:21][CH:20]=[CH:19][CH:18]=1.O.P([O-])([O-])([O-])=O.[K+].[K+].[K+]>C([O-])(=O)C.[Pd+2].C([O-])(=O)C.C(P(C(C)(C)C)C1C=CC=CC=1C1C=CC=CC=1)(C)(C)C.C1(C)C=CC=CC=1>[S:12]1[C:8]([C:5]2[CH:4]=[CH:3][C:2]([C:17]3[CH:22]=[CH:21][CH:20]=[CH:19][CH:18]=3)=[CH:7][N:6]=2)=[CH:9][C:10]2[CH:16]=[CH:15][CH:14]=[CH:13][C:11]1=2 |f:2.3.4.5.6,7.8.9|. Procedure: In a 100 ml-three-necked flask, 4.91 g (20.0 mM) of 5-chloro-2-(benzo[b]thienyl)pyridine, 3.66 g (30.0 mM) of phenylboronic acid, 9.58 g (40.0 mM) of tripotassium phosphate hydrate, 3.2 mg (0.020 mM) of palladium (II) acetate, 11.9 mg (0.040 mM) of 2-ditert-butylphosphinobiphenyl and 60 ml of toluene were placed and refluxed under stirring for 24 hours at 100° C. under nitrogen stream. After the reaction, the reaction mixture was cooled on an ice bath to precipitate a crystal, which was then fil... Starting materials: COC=1C=C(C2=CC=CC(=C2C1OCOC)CCC)\C=C(/C(=O)O)\C ((Z)-3-(3-methoxy-4-methoxymethoxy-5-propyl-1-naphthyl)-2-methylpropenoic acid), O (water). Solvent: CC(=O)C (acetone), Cl (hydrochloric acid). Conditions: time 2 hour. Product: OC1=C(C=C(C2=CC=CC(=C12)CCC)\C=C(/C(=O)O)\C)OC ((Z)-3-(4-hydroxy-3-methoxy-5-propyl-1-naphthyl)-2-methylpropenoic acid). Isolated yield 88.6%. RXN SMILES: [CH3:1][O:2][C:3]1[CH:4]=[C:5](/[CH:20]=[C:21](/[CH3:25])\[C:22]([OH:24])=[O:23])[C:6]2[C:11]([C:12]=1[O:13]COC)=[C:10]([CH2:17][CH2:18][CH3:19])[CH:9]=[CH:8][CH:7]=2.O>CC(C)=O.Cl>[OH:13][C:12]1[C:11]2[C:6](=[CH:7][CH:8]=[CH:9][C:10]=2[CH2:17][CH2:18][CH3:19])[C:5](/[CH:20]=[C:21](/[CH3:25])\[C:22]([OH:24])=[O:23])=[CH:4][C:3]=1[O:2][CH3:1]. Procedure details: 2.2 g of (Z)-3-(3-methoxy-4-methoxymethoxy-5-propyl-1-naphthyl)-2-methylpropenoic acid was dissolved in 40 ml of acetone, to which 2.5 ml of concentrated hydrochloric acid was added under light-shielding conditions, followed by stirring in a stream of nitrogen at room temperature for 2 hours. The reaction mixture was poured into water, and the resultant crystals were filtered, washed with hexane and dried in vacuo to obtain 1.7 g of the titled compound as yellow crystals. Reactants: BrC1=CC=C(C=C1)C1=C(C(=NO1)C)N (5-(4-bromo-phenyl)-3-methyl-isoxazol-4-ylamine), OCCCC(C)=O (5-hydroxy-pentan-2-one). Yields the product BrC1=CC=C(C=C1)C1=C(C(=NO1)C)NC(CCCO)C (4-[5-(4-Bromo-phenyl)-3-methyl-isoxazol-4-ylamino]-pentan-1-ol). As a reaction SMILES: [Br:1][C:2]1[CH:7]=[CH:6][C:5]([C:8]2[O:12][N:11]=[C:10]([CH3:13])[C:9]=2[NH2:14])=[CH:4][CH:3]=1.[OH:15][CH2:16][CH2:17][CH2:18][C:19](=O)[CH3:20]>>[Br:1][C:2]1[CH:3]=[CH:4][C:5]([C:8]2[O:12][N:11]=[C:10]([CH3:13])[C:9]=2[NH:14][CH:19]([CH3:20])[CH2:18][CH2:17][CH2:16][OH:15])=[CH:6][CH:7]=1. Procedure: Prepared according to the procedure described in Example 24, Step 1, using 5-(4-bromo-phenyl)-3-methyl-isoxazol-4-ylamine and 5-hydroxy-pentan-2-one. Starting materials: B, CC(C)(C)OC(=O)N1CC(OCc2ccccc2)CC1C(=O)O, C1CCOC1, O. Yields the product CC(C)(C)OC(=O)N1CC(OCc2ccccc2)CC1CO. As a reaction SMILES: [BH3:24].[C:1]([CH3:2])([CH3:3])([CH3:4])[O:5][C:6](=[O:7])[N:8]1[CH:9]([C:21](=[O:22])[OH:23])[CH2:10][CH:11]([O:13][CH2:14][c:15]2[cH:16][cH:17][cH:18][cH:19][cH:20]2)[CH2:12]1.[CH2:26]1[O:27][CH2:28][CH2:29][CH2:30]1.[OH2:25]>>[C:1]([CH3:2])([CH3:3])([CH3:4])[O:5][C:6](=[O:7])[N:8]1[CH:9]([CH2:21][OH:22])[CH2:10][CH:11]([O:13][CH2:14][c:15]2[cH:16][cH:17][cH:18][cH:19][cH:20]2)[CH2:12]1. The reactants are CC(=O)OC=O, CN(C)c1ccccn1, ClCCl, COc1ccc(C(=O)Nc2ccc3c(c2Cl)CNCC3)cc1C(F)(F)F. Product: COc1ccc(C(=O)Nc2ccc3c(c2Cl)CN(C=O)CC3)cc1C(F)(F)F. Reaction SMILES: [C:1]([O:2][CH:4]=[O:5])(=[O:3])[CH3:6].[CH3:33][N:34]([c:35]1[cH:36][cH:37][cH:38][cH:39][n:40]1)[CH3:41].[Cl:42][CH2:43][Cl:44].[Cl:7][c:8]1[c:9]([NH:18][C:19]([c:20]2[cH:21][c:22]([C:28]([F:29])([F:30])[F:31])[c:23]([O:26][CH3:27])[cH:24][cH:25]2)=[O:32])[cH:10][cH:11][c:12]2[c:17]1[CH2:16][NH:15][CH2:14][CH2:13]2>>[CH:1](=[O:3])[N:15]1[CH2:14][CH2:13][c:12]2[cH:11][cH:10][c:9]([NH:18][C:19]([c:20]3[cH:21][c:22]([C:28]([F:29])([F:30])[F:31])[c:23]([O:26][CH3:27])[cH:24][cH:25]3)=[O:32])[c:8]([Cl:7])[c:17]2[CH2:16]1. As a reaction SMILES: [CH3:1][O:2][c:3]1[cH:4][c:5]2[c:6]([O:15][c:16]3[cH:17][c:18]([CH3:24])[c:19]([NH2:20])[cH:21][c:22]3[CH3:23])[cH:7][cH:8][n:9][c:10]2[cH:11][c:12]1[O:13][CH3:14].[CH3:25][O:26][c:27]1[c:28]([N:33]=[C:34]=[O:35])[cH:29][cH:30][cH:31][cH:32]1.[CH3:36][OH:37].[CH:38]([Cl:39])([Cl:40])[Cl:41]>>[CH3:1][O:2][c:3]1[cH:4][c:5]2[c:6]([O:15][c:16]3[cH:17][c:18]([CH3:24])[c:19]([NH:20][C:34]([NH:33][c:28]4[c:27]([O:26][CH3:25])[cH:32][cH:31][cH:30][cH:29]4)=[O:35])[cH:21][c:22]3[CH3:23])[cH:7][cH:8][n:9][c:10]2[cH:11][c:12]1[O:13][CH3:14]. Reactants: COc1cc2nccc(Oc3cc(C)c(N)cc3C)c2cc1OC, COc1ccccc1N=C=O, CO, ClC(Cl)Cl. Yields the product COc1ccccc1NC(=O)Nc1cc(C)c(Oc2ccnc3cc(OC)c(OC)cc23)cc1C. The reactants are C1CCOC1, COC(=O)c1cc(C(=O)[O-])cc([N+](=O)[O-])c1. Yields the product COC(=O)c1cc(N)cc(C(=O)O)c1. RXN SMILES: [CH2:17]1[O:18][CH2:19][CH2:20][CH2:21]1.[N+:1]([O-:2])(=[O:3])[c:4]1[cH:5][c:6]([C:14](=[O:15])[O-:16])[cH:7][c:8]([C:9](=[O:10])[O:11][CH3:12])[cH:13]1>>[NH2:1][c:4]1[cH:5][c:6]([C:14](=[O:15])[OH:16])[cH:7][c:8]([C:9](=[O:10])[O:11][CH3:12])[cH:13]1.